From a dataset of the Open Reaction Database (ORD), a public repository of structured organic reaction records. describe an organic reaction: reactants, conditions, products, and yield The reactants are ClC1=NC2=CC=C(C=C2N=C1Cl)[N+](=O)[O-] (2,3-dichloro-6-nitroquinoxaline), rust, ClC1=NC2=CC(=C(C=C2N=C1Cl)Cl)[N+](=O)[O-] (2,3,6-trichloro-7-nitroquinoxaline), [K]SC(S[K])=C(C#N)C#N (di(potassiomercapto)methylenemalononitrile). Product: ClC=1C=C2N=C3C(=NC2=CC1[N+](=O)[O-])SC(S3)=C(C#N)C#N (6-Chloro-7-nitro-1,3-dithiolo-(4,5-b)-quinoxaline-2-ylidene-propanedinitrile). Isolated yield 66.0%. RXN SMILES: ClC1C(Cl)=NC2C(=CC=C([N+]([O-])=O)C=2)N=1.Cl[C:17]1[C:26](Cl)=[N:25][C:24]2[C:19](=[CH:20][C:21]([N+:29]([O-:31])=[O:30])=[C:22]([Cl:28])[CH:23]=2)[N:18]=1.[K][S:33][C:34](=[C:37]([C:40]#[N:41])[C:38]#[N:39])[S:35][K]>>[Cl:28][C:22]1[CH:23]=[C:24]2[C:19](=[CH:20][C:21]=1[N+:29]([O-:31])=[O:30])[N:18]=[C:17]1[S:33][C:34](=[C:37]([C:40]#[N:41])[C:38]#[N:39])[S:35][C:26]1=[N:25]2. Reported procedure: The process of Example 13 is followed except that the 2,3-dichloro-6-nitroquinoxaline is replaced by 1.5 g of 2,3,6-trichloro-7-nitroquinoxaline and 1.4 g of the di(potassiomercapto)methylenemalononitrile is used. The recovered material is a rust colored powder weighing 1.23 g with a calculated overall yield of 66 percent and has a melting point of 297° to 299° C.